Task: describe an organic reaction: reactants, conditions, products, and yield. Dataset: the Open Reaction Database (ORD), a public repository of structured organic reaction records Reactants: ClCCl, c1ccc(N2CCNCC2)cc1, O=CCCc1cc(-c2ccccc2)no1. Reaction SMILES: [CH2:28]([Cl:29])[Cl:30].[c:16]1([N:22]2[CH2:23][CH2:24][NH:25][CH2:26][CH2:27]2)[cH:17][cH:18][cH:19][cH:20][cH:21]1.[c:1]1(-[c:7]2[n:8][o:9][c:10]([CH2:12][CH2:13][CH:14]=[O:15])[cH:11]2)[cH:2][cH:3][cH:4][cH:5][cH:6]1>>[c:1]1(-[c:7]2[n:8][o:9][c:10]([CH2:12][CH2:13][CH2:14][N:25]3[CH2:24][CH2:23][N:22]([c:16]4[cH:17][cH:18][cH:19][cH:20][cH:21]4)[CH2:27][CH2:26]3)[cH:11]2)[cH:2][cH:3][cH:4][cH:5][cH:6]1. Yields the product c1ccc(-c2cc(CCCN3CCN(c4ccccc4)CC3)on2)cc1. RXN SMILES: [NH:1]1[CH2:6][CH2:5][CH:4]([C:7]([C:9]2[CH:14]=[CH:13][C:12]([NH:15][C:16](=[O:18])[CH3:17])=[CH:11][CH:10]=2)=[O:8])[CH2:3][CH2:2]1.C(=O)([O-])[O-].[K+].[K+].Br[CH2:26][C:27]1[CH:32]=[CH:31][C:30]([C:33]([OH:42])([C:38]([F:41])([F:40])[F:39])[C:34]([F:37])([F:36])[F:35])=[CH:29][CH:28]=1.CO>CN1CCCC1=O>[F:35][C:34]([F:36])([F:37])[C:33]([C:30]1[CH:31]=[CH:32][C:27]([CH2:26][N:1]2[CH2:2][CH2:3][CH:4]([C:7]([C:9]3[CH:10]=[CH:11][C:12]([NH:15][C:16](=[O:18])[CH3:17])=[CH:13][CH:14]=3)=[O:8])[CH2:5][CH2:6]2)=[CH:28][CH:29]=1)([OH:42])[C:38]([F:39])([F:41])[F:40] |f:1.2.3|. Run in CN1C(CCC1)=O (N-methyl-2-pyrrolidinone). The product is FC(C(C(F)(F)F)(O)C1=CC=C(CN2CCC(CC2)C(=O)C2=CC=C(C=C2)NC(C)=O)C=C1)(F)F (N-(4-(1-(4-(1,1,1,3,3,3-Hexafluoro-2-hydroxypropan-2-yl)benzyl)piperidine-4-carbonyl)phenyl)acetamide). Procedure details: To a stirred mixture of N-(4-(piperidine-4-carbonyl)phenyl)acetamide (3.82 mmol, 0.94 g) and potassium carbonate (11.45 mmol, 1.582 g) in N-methyl-2-pyrrolidinone (5 mL) was added 2-(4-(bromomethyl)phenyl)-1,1,1,3,3,3-hexafluoropropan-2-ol (3.82 mmol, 1.286 g). The reaction was stirred at room temperature over the weekend. Methanol (30 mL) was added and the reaction was filtered. The filtrate was purified by strong cation exchange column chromatography to afford the title compound (1.51 g). Reactants: CO (Methanol), N1CCC(CC1)C(=O)C1=CC=C(C=C1)NC(C)=O (N-(4-(piperidine-4-carbonyl)phenyl)acetamide), C([O-])([O-])=O.[K+].[K+] (potassium carbonate), BrCC1=CC=C(C=C1)C(C(F)(F)F)(C(F)(F)F)O (2-(4-(bromomethyl)phenyl)-1,1,1,3,3,3-hexafluoropropan-2-ol). The yield is 78.7%.